This data is from the Open Reaction Database (ORD), a public repository of structured organic reaction records. The task is: describe an organic reaction: reactants, conditions, products, and yield Reactants: [BH4-], CO, Cc1cccc(Cl)c1C=O, [Na+]. Product: Cc1cccc(Cl)c1CO. Reaction SMILES: [BH4-:11].[CH3:13][OH:14].[Cl:1][c:2]1[c:3]([CH:4]=[O:5])[c:6]([CH3:10])[cH:7][cH:8][cH:9]1.[Na+:12]>>[Cl:1][c:2]1[c:3]([CH2:4][OH:5])[c:6]([CH3:10])[cH:7][cH:8][cH:9]1. Run at temperature -70 celsius, time 2 hour. Isolated yield 92.6%. Starting materials: [Li]CCCC (BuLi), II (iodine), COC1=CC(=CC=C1)OCOC (1-(methyloxy)-3-{[(methyloxy)methyl]oxy}benzene), COC1=CC(=CC=C1)OCOC (1-(methyloxy)-3-{[(methyloxy)methyl]oxy}benzene). Procedure: To a solution of 1-(methyloxy)-3-{[(methyloxy)methyl]oxy}benzene (Intermediate 45, 10 g, 59.5 mmol) in tetrahydrofurane (100 ml, SCRC) precooled to −78° C. was added dropwise BuLi (2.5 M in THF, 28.5 ml, 71.3 mmol, SCRC), maintaining the inner temperature lower than −70° C. After the addition was complete, the mixture was stirred at −70° C. for 2 hours and a solution of iodine (15.09 g, 59.5 mmol, SCRC) in THF (50 ml, SCRC) was added dropwise. The resulting mixture was stirred for 2 hours at roo... Reaction SMILES: [CH3:1][O:2][C:3]1[CH:8]=[CH:7][CH:6]=[C:5]([O:9][CH2:10][O:11][CH3:12])[CH:4]=1.[Li]CCCC.[I:18]I>O1CCCC1>[I:18][C:4]1[C:5]([O:9][CH2:10][O:11][CH3:12])=[CH:6][CH:7]=[CH:8][C:3]=1[O:2][CH3:1]. The product is ( 1/100 ), IC1=C(C=CC=C1OCOC)OC (2-iodo-1-(methyloxy)-3-{[(methyloxy)methyl]oxy}benzene). Solvent: C1CCOC1 (THF), O1CCCC1 (tetrahydrofurane). Starting materials: [OH-].[Na+] (sodium hydroxide), C(C)(=O)O (Acetic acid), ClC1=C(C(=C(C(C(=O)O)=C1)N)OC)OC (5-chloro-3,4-dimethoxyanthranilic acid), [O-]C#N.[K+] (potassium cyanate). Run in O (water). Conditions: temperature 40 celsius, time 1 hour. Yields the product ClC=1C=C2C(NC(NC2=C(C1OC)OC)=O)=O (6-Chloro-7,8-dimethoxyquinazoline-2,4-dione). Reaction SMILES: C(O)(=O)C.[Cl:5][C:6]1[CH:14]=[C:10]([C:11]([OH:13])=O)[C:9]([NH2:15])=[C:8]([O:16][CH3:17])[C:7]=1[O:18][CH3:19].[O-:20][C:21]#[N:22].[K+].[OH-].[Na+]>O>[Cl:5][C:6]1[CH:14]=[C:10]2[C:9](=[C:8]([O:16][CH3:17])[C:7]=1[O:18][CH3:19])[NH:15][C:21](=[O:20])[NH:22][C:11]2=[O:13] |f:2.3,4.5|. Procedure: Acetic acid (10.5 g., 0.175 mole) was added to a vigorously stirred suspension of 5-chloro-3,4-dimethoxyanthranilic acid (28.9 g., 0.125 mole) in 600 ml. water. Then 506 ml. 5% potassium cyanate (0.312 mole) solution was gradually added and stirred 1 hour at 40° C. After cooling the reaction mixture to 20° C., 175 g. (4.37 moles) of sodium hydroxide pellets were added while maintaining the temperature below 40° C. The reaction mixture was heated to 90° C. for 45 minutes. Upon cooling in an ice b...